This data is from the Open Reaction Database (ORD), a public repository of structured organic reaction records. The task is: describe an organic reaction: reactants, conditions, products, and yield The reactants are [N+](=O)([O-])C1=C(C(=CS1)C#N)C=1SC=CN1 (5-nitro-4-(thiazol-2-yl)thiophene-3-carbonitrile). Reagents/catalysts: [Fe] (iron). The solvent is CC(=O)O (AcOH). Run at temperature 60 celsius. Yields the product NC1=C(C(=CS1)C#N)C=1SC=CN1 (5-amino-4-(thiazol-2-yl)thiophene-3-carbonitrile). RXN SMILES: [N+:1]([C:4]1[S:8][CH:7]=[C:6]([C:9]#[N:10])[C:5]=1[C:11]1[S:12][CH:13]=[CH:14][N:15]=1)([O-])=O>[Fe].CC(O)=O>[NH2:1][C:4]1[S:8][CH:7]=[C:6]([C:9]#[N:10])[C:5]=1[C:11]1[S:12][CH:13]=[CH:14][N:15]=1. Procedure details: A 30 mL reaction vial was charged with 5-nitro-4-(thiazol-2-yl)thiophene-3-carbonitrile (180 mg, 0.76 mmol) and AcOH (3 mL). A spatula tip of iron dust was added and the reaction vial was heated to 60° C. for 20 min. The reaction mixture was cooled to 23° C. and partitioned between methylene chloride and sodium bicarbonate solution. The organic solution was dried over sodium sulfate and concentrated to give 5-amino-4-(thiazol-2-yl)thiophene-3-carbonitrile as a red solid. LCMS showed an m/z of 20... The reactants are CC(=O)OC(C(C)=O)C(=O)OC(C)(C)C, CCCCCCBr, [H-], [Na+], CN(C)C=O. The product is CCCCCCC(OC(C)=O)(C(C)=O)C(=O)OC(C)(C)C. RXN SMILES: [C:1]([CH3:2])([CH3:3])([CH3:4])[O:5][C:6]([CH:7]([C:8](=[O:9])[CH3:10])[O:11][C:12]([CH3:13])=[O:14])=[O:15].[CH2:18]([CH2:19][CH2:20][CH2:21][CH2:22][CH3:23])[Br:24].[H-:17].[Na+:16].[O:25]=[CH:26][N:27]([CH3:28])[CH3:29]>>[C:1]([CH3:2])([CH3:3])([CH3:4])[O:5][C:6]([C:7]([C:8](=[O:9])[CH3:10])([O:11][C:12]([CH3:13])=[O:14])[CH2:18][CH2:19][CH2:20][CH2:21][CH2:22][CH3:23])=[O:15]. Reactants: CI (methyl iodide), C(CCC=C)OC=1C(=NSN1)C=1C=NC=CC1 (3-(4-(4-pentenyloxy)-1,2,5-thiadiazol-3-yl) pyridine). The solvent is CC(=O)C (acetone). Run at time 18 hour. Yields the product [I-].C(CCC=C)OC=1C(=NSN1)C=1C=[N+](C=CC1)C (3-(4-(4-pentenyloxy)-1,2,5-thiadiazol-3-yl)-1-methylpyridinium iodide). RXN SMILES: [CH3:1][I:2].[CH2:3]([O:8][C:9]1[C:10]([C:14]2[CH:15]=[N:16][CH:17]=[CH:18][CH:19]=2)=[N:11][S:12][N:13]=1)[CH2:4][CH2:5][CH:6]=[CH2:7]>CC(C)=O>[I-:2].[CH2:3]([O:8][C:9]1[C:10]([C:14]2[CH:15]=[N+:16]([CH3:1])[CH:17]=[CH:18][CH:19]=2)=[N:11][S:12][N:13]=1)[CH2:4][CH2:5][CH:6]=[CH2:7] |f:3.4|. Procedure: A mixture of methyl iodide (0.5 ml, 7.5 mmol) and 3-(4-(4-pentenyloxy)-1,2,5-thiadiazol-3-yl) pyridine (2.5 mmol) in acetone (10 ml) was stirred at room temperature for 18 h. The title compound precipitated from the solution and was collected by filtration to yield 0.67 g (69%). Reactants: C(#N)CC1=CC=C(C=C1)C(C)(C)NC(C=C)=O (N-{1-[4-(cyanomethyl)phenyl]-1-methylethyl}acrylamide), N1C=NC=C1 (imidazole), [OH-].C(C1=CC=CC=C1)[N+](C)(C)C (benzyltrimethylammonium hydroxide). Solvent: O1CCOCC1 (1,4-dioxane). Yields the product C(#N)CC1=CC=C(C=C1)C(C)(C)NC(CCN1C=NC=C1)=O (N-{1-[4-(cyanomethyl)phenyl]-1-methylethyl}-3-(imidazol-1-yl)propionamide). RXN SMILES: [C:1]([CH2:3][C:4]1[CH:9]=[CH:8][C:7]([C:10]([NH:13][C:14](=[O:17])[CH:15]=[CH2:16])([CH3:12])[CH3:11])=[CH:6][CH:5]=1)#[N:2].[NH:18]1[CH:22]=[CH:21][N:20]=[CH:19]1.[OH-].C([N+](C)(C)C)C1C=CC=CC=1>O1CCOCC1>[C:1]([CH2:3][C:4]1[CH:9]=[CH:8][C:7]([C:10]([NH:13][C:14](=[O:17])[CH2:15][CH2:16][N:18]2[CH:22]=[CH:21][N:20]=[CH:19]2)([CH3:12])[CH3:11])=[CH:6][CH:5]=1)#[N:2] |f:2.3|. Reported procedure: A mixture of N-{1-[4-(cyanomethyl)phenyl]-1-methylethyl}acrylamide (20.5 g), imidazole (6.11 g), benzyltrimethylammonium hydroxide (74 mg) and 1,4-dioxane (300 ml) gave N-{1-[4-(cyanomethyl)phenyl]-1-methylethyl}-3-(imidazol-1-yl)propionamide as an oil. The reactants are C(=O)(OC)CCC\C=C\1/C[C@H]2C[C@H]([C@H]([C@H]2C1)\C=C\C(C(CCCC)F)O)OC1OCCCC1 ((1S,2S,3R,5S)-(E)-7-(4-Carbomethoxybutylidene)-2-[4(RS)-fluoro-3(RS)-hydroxy(E)-1-octenyl]-3-tetrahydropyranyloxybicyclo[3.3.0]octane). Solvent: CO (methanol), aqueous solution, [OH-].[Na+] (sodium hydroxide). Run at time 6 hour. Product: C(=O)(O)CCC\C=C\1/C[C@H]2C[C@H]([C@H]([C@H]2C1)\C=C\C(C(CCCC)F)O)OC1OCCCC1 ((1S,2S,3R,5S)-(E)-7-(4-carboxybutylidene)-2-[4(RS)-fluoro-3(RS)-hydroxy-(E)-1-octenyl]-3-tetrahydropyranyloxybicyclo[3.3.0]octane). As a reaction SMILES: [C:1]([CH2:5][CH2:6][CH2:7]/[CH:8]=[C:9]1\[CH2:10][C@@H:11]2[C@H:15]([CH2:16]\1)[C@H:14](/[CH:17]=[CH:18]/[CH:19]([OH:26])[CH:20]([F:25])[CH2:21][CH2:22][CH2:23][CH3:24])[C@H:13]([O:27][CH:28]1[CH2:33][CH2:32][CH2:31][CH2:30][O:29]1)[CH2:12]2)([O:3]C)=[O:2]>CO.[OH-].[Na+]>[C:1]([CH2:5][CH2:6][CH2:7]/[CH:8]=[C:9]1\[CH2:10][C@@H:11]2[C@H:15]([CH2:16]\1)[C@H:14](/[CH:17]=[CH:18]/[CH:19]([OH:26])[CH:20]([F:25])[CH2:21][CH2:22][CH2:23][CH3:24])[C@H:13]([O:27][CH:28]1[CH2:33][CH2:32][CH2:31][CH2:30][O:29]1)[CH2:12]2)([OH:3])=[O:2] |f:2.3|. Procedure details: (1S,2S,3R,5S)-(E)-7-(4-Carbomethoxybutylidene)-2-[4(RS)-fluoro-3(RS)-hydroxy(E)-1-octenyl]-3-tetrahydropyranyloxybicyclo[3.3.0]octane (12') (0.129 g) was dissolved in methanol, into which 1N aqueous solution of sodium hydroxide (2 ml) was added, and stirred at room temperature for 6 hours. After a usual work-up (1S,2S,3R,5S)-(E)-7-(4-carboxybutylidene)-2-[4(RS)-fluoro-3(RS)-hydroxy-(E)-1-octenyl]-3-tetrahydropyranyloxybicyclo[3.3.0]octane (13') was obtained as a colorless oily product. Yield: 0.... Procedure: To a 3.0 M solution of lithium diisopropylamide in tetrahydrofuran [prepared from diisopropylamine (0.56 ml), tetrahydrofuran (5 ml) and a 1.4 M solution of butyllithium in hexane (2.2 ml)] was added dropwise 0.41 ml of ethyl isobutyrate at -70° C., and the mixture was stirred at that temperature for 40 minutes. To it was added dropwise a solution of 0.26 g of the benzyl chloride compound(prepared as described in Reference Example 2) in 2.8 ml of a mixture of HMPA and tetrahydrofuran (1:1) at -7... The solvent is CN(C)P(=O)(N(C)C)N(C)C (HMPA), mixture, CCCCCC (hexane), O1CCCC1 (tetrahydrofuran), O1CCCC1 (tetrahydrofuran), O1CCCC1 (tetrahydrofuran). As a reaction SMILES: [CH:1]([N-:4][CH:5](C)C)(C)C.[Li+].C(NC(C)C)(C)C.[CH2:16]([Li])[CH2:17][CH2:18][CH3:19].[C:21]([O:26][CH2:27][CH3:28])(=[O:25])[CH:22]([CH3:24])[CH3:23].[CH2:29](Cl)[C:30]1[CH:35]=[CH:34][CH:33]=[CH:32][CH:31]=1.[Cl-].[NH4+]>O1CCCC1.CCCCCC.CN(P(N(C)C)(N(C)C)=O)C>[CH2:27]([O:26][C:21](=[O:25])[C:22]([CH3:24])([CH3:23])[CH2:29][C:30]1[CH:35]=[CH:34][C:33]([CH2:19][C:18]2[CH:1]=[N:4][CH:5]=[CH:16][CH:17]=2)=[CH:32][CH:31]=1)[CH3:28] |f:0.1,6.7|. Conditions: time 40 minute. Product: C(C)OC(C(CC1=CC=C(C=C1)CC=1C=NC=CC1)(C)C)=O (2,2-Dimethyl-3-[4-(3-pyridylmethyl)phenyl]propionic acid ethyl ester). The reactants are [Cl-].[NH4+] (ammonium chloride), solution, C(CCC)[Li] (butyllithium), C(C(C)C)(=O)OCC (ethyl isobutyrate), C(C1=CC=CC=C1)Cl (benzyl chloride), solution, C(C)(C)[N-]C(C)C.[Li+] (lithium diisopropylamide), C(C)(C)NC(C)C (diisopropylamine). The reactants are C(C)(C)(C)OC(NCCCCCNS(=O)(=O)C1=CC(=CC=C1)[N+](=O)[O-])=O ([5-(3-nitro-benzenesulfonylamino)-pentyl]-carbamic acid-tert-butyl ester), FC(C(=O)O)(F)F (trifluoroacetic acid). Conditions: time 90 minute. Product: NCCCCCNS(=O)(=O)C1=CC(=CC=C1)[N+](=O)[O-] (N-(5-Amino-pentyl)-3-nitro-benzenesulfonamide). As a reaction SMILES: C(OC(=O)[NH:7][CH2:8][CH2:9][CH2:10][CH2:11][CH2:12][NH:13][S:14]([C:17]1[CH:22]=[CH:21][CH:20]=[C:19]([N+:23]([O-:25])=[O:24])[CH:18]=1)(=[O:16])=[O:15])(C)(C)C.FC(F)(F)C(O)=O>>[NH2:7][CH2:8][CH2:9][CH2:10][CH2:11][CH2:12][NH:13][S:14]([C:17]1[CH:22]=[CH:21][CH:20]=[C:19]([N+:23]([O-:25])=[O:24])[CH:18]=1)(=[O:15])=[O:16]. Procedure: 5.00 g (12.9 mmol) of [5-(3-nitro-benzenesulfonylamino)-pentyl]-carbamic acid-tert-butyl ester is mixed with 15 ml of trifluoroacetic acid and stirred for 90 minutes at room temperature. The reaction mixture is concentrated by evaporation, and the residue is made basic with saturated NaHCO3 solution. Then, it is extracted with ethyl acetate (2×). The combined organic phases are washed with saturated NaCl solution, dried (Na2SO4), filtered and concentrated by evaporation. 3.4 g (11.8 mmol, corres... The reactants are CC(C)[Si](Oc1cc(Br)cc(Br)c1)(C(C)C)C(C)C, CCc1ncccc1N. Product: CCc1ncccc1Nc1cc(Br)cc(O[Si](C(C)C)(C(C)C)C(C)C)c1. RXN SMILES: [Br:1][c:2]1[cH:3][c:4]([O:5][Si:6]([CH:7]([CH3:8])[CH3:9])([CH:10]([CH3:11])[CH3:12])[CH:13]([CH3:14])[CH3:15])[cH:16][c:17]([Br:19])[cH:18]1.[CH2:20]([CH3:21])[c:22]1[n:23][cH:24][cH:25][cH:26][c:27]1[NH2:28]>>[c:2]1([NH:28][c:27]2[c:22]([CH2:20][CH3:21])[n:23][cH:24][cH:25][cH:26]2)[cH:3][c:4]([O:5][Si:6]([CH:7]([CH3:8])[CH3:9])([CH:10]([CH3:11])[CH3:12])[CH:13]([CH3:14])[CH3:15])[cH:16][c:17]([Br:19])[cH:18]1.